From a dataset of the Open Reaction Database (ORD), a public repository of structured organic reaction records. describe an organic reaction: reactants, conditions, products, and yield Reactants: CC(C)(C)N1C=C(C(C2=CC(=C(C=C12)Cl)F)=O)C(=O)O (1-(1,1-dimethylethyl)-6-fluoro-7-chloro-1,4-dihydro-4-oxo-3-quinolinecarboxylic acid), N1CCNCC1 (piperazine). Solvent: N1=CC=CC=C1 (pyridine). Yields the product CC(C)(C)N1C=C(C(C2=CC(=C(C=C12)N1CCNCC1)F)=O)C(=O)O (1-(1,1-dimethylethyl)-1,4-dihydro-6-fluoro-7-piperazinyl-4-oxo-3-quinolinecarboxylic acid). The yield is 42.8%. Reaction SMILES: [CH3:1][C:2]([N:5]1[C:14]2[C:9](=[CH:10][C:11]([F:16])=[C:12](Cl)[CH:13]=2)[C:8](=[O:17])[C:7]([C:18]([OH:20])=[O:19])=[CH:6]1)([CH3:4])[CH3:3].[NH:21]1[CH2:26][CH2:25][NH:24][CH2:23][CH2:22]1>N1C=CC=CC=1>[CH3:1][C:2]([N:5]1[C:14]2[C:9](=[CH:10][C:11]([F:16])=[C:12]([N:21]3[CH2:26][CH2:25][NH:24][CH2:23][CH2:22]3)[CH:13]=2)[C:8](=[O:17])[C:7]([C:18]([OH:20])=[O:19])=[CH:6]1)([CH3:4])[CH3:3]. Procedure: A mixture of 0.3 g (1.01 mmole) 1-(1,1-dimethylethyl)-6-fluoro-7-chloro-1,4-dihydro-4-oxo-3-quinolinecarboxylic acid and 0.3 g (3.48 mmoles) piperazine in 1 mL pyridine was heated under reflux for 18 hours. After cooling the mixture was concentrated under reduced pressure. The residue was poured in 10 mL of 10% acetic acid. After filtration of little insoluble the solution was taken to pH 6.5, saturated with brine and extracted three times with dichloromethane. After evaporation the resulting so... The reactants are C(#N)CC(=O)NC(OCC)=O (Ethyl cyanoacetylcarbamate), COC1=CC=C2NC=C(CCN)C2=C1 (5-methoxytryptamine). The reagents and catalysts are [Pd] (palladium-on-charcoal). The solvent is C(C)(=O)O (acetic acid). Conditions: time 72 hour. Product: COC=1C=C2C=3CCN4C(C3NC2=CC1)CC(NC4=O)=O (9-methoxy-1,2,3,4,6,7,12,12b-octahydropyrirnido[6,1-a]-βcarboline-2,4-dione). Yield: 40.0%. RXN SMILES: [C:1]([CH2:3][C:4]([NH:6][C:7](=[O:11])OCC)=[O:5])#[N:2].[CH3:12][O:13][C:14]1[CH:25]=[C:24]2[C:17]([NH:18][CH:19]=[C:20]2[CH2:21][CH2:22]N)=[CH:16][CH:15]=1>C(O)(=O)C.[Pd]>[CH3:12][O:13][C:14]1[CH:25]=[C:24]2[C:17](=[CH:16][CH:15]=1)[NH:18][C:19]1[CH:1]3[CH2:3][C:4](=[O:5])[NH:6][C:7](=[O:11])[N:2]3[CH2:22][CH2:21][C:20]2=1. Reported procedure: Ethyl cyanoacetylcarbamate (156 mg) and palladium-on-charcoal (0.6 g) are successively added to 5-methoxytryptamine (119 mg) dissolved in acetic acid. The mixture is stirred under a hydrogen atmosphere for 72 h. The medium is then filtered and the palladium is washed with a chloroform/methanol mixture. After evaporation of the solvent, the crude product obtained, dissolved in toluene, is refluxed overnight. The 9-methoxy-1,2,3,4,6,7,12,12b-octahydropyrimido[6,1-a]-β-carboline-2,4-dione precipita... Starting materials: CO, Cl, [Na+], [OH-], COC(=O)c1ccc(-c2ccc(OCCNC(C)C(O)c3ccc(O)cc3)cc2)cc1SC(C)C. The product is Cl, CC(C)Sc1cc(-c2ccc(OCCNC(C)C(O)c3ccc(O)cc3)cc2)ccc1C(=O)O. As a reaction SMILES: [CH3:39][OH:40].[ClH:38].[Na+:37].[OH-:36].[OH:1][CH:2]([CH:3]([CH3:4])[NH:5][CH2:6][CH2:7][O:8][c:9]1[cH:10][cH:11][c:12](-[c:15]2[cH:16][c:17]([S:25][CH:26]([CH3:27])[CH3:28])[c:18]([C:21](=[O:22])[O:23][CH3:24])[cH:19][cH:20]2)[cH:13][cH:14]1)[c:29]1[cH:30][cH:31][c:32]([OH:35])[cH:33][cH:34]1>>[ClH:38].[OH:1][CH:2]([CH:3]([CH3:4])[NH:5][CH2:6][CH2:7][O:8][c:9]1[cH:10][cH:11][c:12](-[c:15]2[cH:16][c:17]([S:25][CH:26]([CH3:27])[CH3:28])[c:18]([C:21](=[O:22])[OH:23])[cH:19][cH:20]2)[cH:13][cH:14]1)[c:29]1[cH:30][cH:31][c:32]([OH:35])[cH:33][cH:34]1.